Dataset: the Open Reaction Database (ORD), a public repository of structured organic reaction records. Task: describe an organic reaction: reactants, conditions, products, and yield Reactants: N (ammonia), C(C)N1CCOCC1 (N-ethylmorpholine), ClC(=O)OCC (ethyl chloroformate), ClC=1C=C2C(C(N(C2=CC1)S(=O)(=O)C1=CC(=C(C=C1)OC)OC)C(=O)O)C1=C(C=CC=C1F)F (5-chloro-3-(2,6-difluorophenyl)-1-[(3,4-dimethoxyphenyl)sulfonyl]indoline-2-carboxylic acid). Run in O1CCCC1 (tetrahydrofuran). Product: ClC1=CC(=C(C=C1)N(C(C(=O)N)OCC)S(=O)(=O)C1=CC(=C(C=C1)OC)OC)CC1=C(C=CC=C1F)F (2-{[4-chloro-2-(2,6-difluorobenzyl)phenyl][(3,4-dimethoxy phenyl)sulfonyl]amino}-2-ethoxyacetamide). Yield: 99.6%. As a reaction SMILES: [Cl:1][C:2]1[CH:3]=[C:4]2[C:8](=[CH:9][CH:10]=1)[N:7]([S:11]([C:14]1[CH:19]=[CH:18][C:17]([O:20][CH3:21])=[C:16]([O:22][CH3:23])[CH:15]=1)(=[O:13])=[O:12])[CH:6]([C:24](O)=[O:25])[CH:5]2[C:27]1[C:32]([F:33])=[CH:31][CH:30]=[CH:29][C:28]=1[F:34].C(N1CC[O:40][CH2:39][CH2:38]1)C.ClC(OCC)=O.[NH3:49]>O1CCCC1>[Cl:1][C:2]1[CH:10]=[CH:9][C:8]([N:7]([S:11]([C:14]2[CH:19]=[CH:18][C:17]([O:20][CH3:21])=[C:16]([O:22][CH3:23])[CH:15]=2)(=[O:12])=[O:13])[CH:6]([O:40][CH2:39][CH3:38])[C:24]([NH2:49])=[O:25])=[C:4]([CH2:5][C:27]2[C:28]([F:34])=[CH:29][CH:30]=[CH:31][C:32]=2[F:33])[CH:3]=1. Reported procedure: To 0.34 g of 5-chloro-3-(2,6-difluorophenyl)-1-[(3,4-dimethoxyphenyl)sulfonyl]indoline-2-carboxylic acid in 10 ml of tetrahydrofuran are successively added, at 0° C., 90 μl of N-ethylmorpholine and 68 μl of ethyl chloroformate, the mixture is left at this temperature for 30 minutes, and 0.5 ml of 6M aqueous ammonia solution is introduced. The reaction medium is concentrated and the residue is taken up in ethyl acetate and washed with water. The organic phase is dried over anhydrous sodium sulfat... The reactants are NCCC1=CC=C(C=C1)C(CCCC(=O)O)C=1C=NC=CC1 (5-(4-(2-aminoethyl)phenyl)-5-(3-pyridyl)pentanoic acid), ClC1=CC=C(C=C1)S(=O)(=O)Cl (4-chlorobenzenesulphonic acid chloride). The product is ClC1=CC=C(C=C1)S(=O)(=O)NCCC1=CC=C(C=C1)C(CCCC(=O)O)C=1C=NC=CC1 (5-(4-(2-(4-Chlorobenzenesulphonylamino )ethyl)phenyl)-5-(3-pyridyl)pentanoic acid). As a reaction SMILES: [NH2:1][CH2:2][CH2:3][C:4]1[CH:9]=[CH:8][C:7]([CH:10]([C:17]2[CH:18]=[N:19][CH:20]=[CH:21][CH:22]=2)[CH2:11][CH2:12][CH2:13][C:14]([OH:16])=[O:15])=[CH:6][CH:5]=1.[Cl:23][C:24]1[CH:29]=[CH:28][C:27]([S:30](Cl)(=[O:32])=[O:31])=[CH:26][CH:25]=1>>[Cl:23][C:24]1[CH:29]=[CH:28][C:27]([S:30]([NH:1][CH2:2][CH2:3][C:4]2[CH:5]=[CH:6][C:7]([CH:10]([C:17]3[CH:18]=[N:19][CH:20]=[CH:21][CH:22]=3)[CH2:11][CH2:12][CH2:13][C:14]([OH:16])=[O:15])=[CH:8][CH:9]=2)(=[O:32])=[O:31])=[CH:26][CH:25]=1. Procedure details: Prepared analogously to Example 10e from 5-(4-(2-aminoethyl)phenyl)-5-(3-pyridyl)pentanoic acid and 4-chlorobenzenesulphonic acid chloride. Starting materials: NC1=NC=CC(=C1)NC(=O)C1=CC=2C(=NC=C(C2)C(F)(F)F)N1CC1=CC(=CC=C1)F (N-[2-aminopyrid-4-yl]-5-trifluoromethyl-1-[(3-fluorophenyl)methyl]-1H-pyrrolo[2,3-b]pyridine-2-carboxamide), BrC(C(C)=O)C (3-bromobutan-2-one). Run in C(C)#N (acetonitrile). The product is Compound 16, CC=1N=C2N(C=CC(=C2)NC(=O)C2=CC=3C(=NC=C(C3)C(F)(F)F)N2CC2=CC(=CC=C2)F)C1C (N-(2,3-Dimethylimidazo[1,2-a]pyrid-7-yl)-5-trifluoromethyl-1-[(3-fluorophenyl)methyl]-1H-pyrrolo[2,3-b]pyridine-2-carboxamide). Isolated yield 33.4%. As a reaction SMILES: [NH2:1][C:2]1[CH:7]=[C:6]([NH:8][C:9]([C:11]2[N:23]([CH2:24][C:25]3[CH:30]=[CH:29][CH:28]=[C:27]([F:31])[CH:26]=3)[C:14]3=[N:15][CH:16]=[C:17]([C:19]([F:22])([F:21])[F:20])[CH:18]=[C:13]3[CH:12]=2)=[O:10])[CH:5]=[CH:4][N:3]=1.Br[CH:33]([CH3:37])[C:34](=O)[CH3:35]>C(#N)C>[CH3:37][C:33]1[N:1]=[C:2]2[CH:7]=[C:6]([NH:8][C:9]([C:11]3[N:23]([CH2:24][C:25]4[CH:30]=[CH:29][CH:28]=[C:27]([F:31])[CH:26]=4)[C:14]4=[N:15][CH:16]=[C:17]([C:19]([F:22])([F:20])[F:21])[CH:18]=[C:13]4[CH:12]=3)=[O:10])[CH:5]=[CH:4][N:3]2[C:34]=1[CH3:35]. Reported procedure: Compound 16 was prepared according to a process similar to that described in step 15.3, by reacting 0.12 g (0.28 mmol) of N-[2-aminopyrid-4-yl]-5-trifluoromethyl-1-[(3-fluorophenyl)methyl]-1H-pyrrolo[2,3-b]pyridine-2-carboxamide, prepared according to the protocol described in step 15.2, with 0.084 g (0.56 mmol) of 3-bromobutan-2-one in 5 mL of acetonitrile. 45 mg of the expected product are obtained. Starting materials: CC(C)(C)OC(=O)NCCO, CC(C)CN(CC1OC(C)(C)N(C(=O)OC2COC3OCCC23)C1Cc1ccc(O)cc1)S(=O)(=O)c1ccc2c(c1)OCO2. Yields the product CC(C)CN(CC1OC(C)(C)N(C(=O)OC2COC3OCCC23)C1Cc1ccc(OCCNC(=O)OC(C)(C)C)cc1)S(=O)(=O)c1ccc2c(c1)OCO2. RXN SMILES: [C:1]([CH3:2])([CH3:3])([CH3:4])[O:5][C:6](=[O:7])[NH:8][CH2:9][CH2:10][OH:11].[O:12]1[CH2:13][O:14][c:15]2[c:16]1[cH:17][cH:18][c:19]([S:21](=[O:22])(=[O:23])[N:24]([CH2:25][CH:26]([CH3:27])[CH3:28])[CH2:29][CH:30]1[CH:31]([CH2:48][c:49]3[cH:50][cH:51][c:52]([OH:55])[cH:53][cH:54]3)[N:32]([C:37](=[O:38])[O:39][CH:40]3[CH2:41][O:42][CH:43]4[O:44][CH2:45][CH2:46][CH:47]34)[C:33]([CH3:35])([CH3:36])[O:34]1)[cH:20]2>>[C:1]([CH3:2])([CH3:3])([CH3:4])[O:5][C:6](=[O:7])[NH:8][CH2:9][CH2:10][O:11][c:52]1[cH:51][cH:50][c:49]([CH2:48][CH:31]2[CH:30]([CH2:29][N:24]([S:21]([c:19]3[cH:18][cH:17][c:16]4[c:15]([cH:20]3)[O:14][CH2:13][O:12]4)(=[O:22])=[O:23])[CH2:25][CH:26]([CH3:27])[CH3:28])[O:34][C:33]([CH3:35])([CH3:36])[N:32]2[C:37](=[O:38])[O:39][CH:40]2[CH2:41][O:42][CH:43]3[O:44][CH2:45][CH2:46][CH:47]23)[cH:54][cH:53]1. Starting materials: Cc1cc(Br)ccc1N1CCC2(CCCN(c3ccc(C(F)(F)F)cn3)C2)C1=O, [C-]#N, [C-]#N, O=C([O-])[O-], CN(C)C=O, [K+], [K+], [Pd], [Zn+2], c1ccc(P(c2ccccc2)c2ccccc2)cc1, c1ccc(P(c2ccccc2)c2ccccc2)cc1, c1ccc(P(c2ccccc2)c2ccccc2)cc1, c1ccc(P(c2ccccc2)c2ccccc2)cc1. Product: Cc1cc(C#N)ccc1N1CCC2(CCCN(c3ccc(C(F)(F)F)cn3)C2)C1=O. Reaction SMILES: [Br:1][c:2]1[cH:3][c:4]([CH3:29])[c:5]([N:8]2[C:9](=[O:28])[C:10]3([CH2:11][CH2:12]2)[CH2:13][N:14]([c:18]2[n:19][cH:20][c:21]([C:24]([F:25])([F:26])[F:27])[cH:22][cH:23]2)[CH2:15][CH2:16][CH2:17]3)[cH:6][cH:7]1.[C-:41]#[N:42].[C-:44]#[N:45].[C:30](=[O:31])([O-:32])[O-:33].[CH3:36][N:37]([CH3:38])[CH:39]=[O:40].[K+:34].[K+:35].[Pd:46].[Zn+2:43].[c:104]1([P:105]([c:106]2[cH:107][cH:108][cH:109][cH:110][cH:111]2)[c:112]2[cH:113][cH:114][cH:115][cH:116][cH:117]2)[cH:118][cH:119][cH:120][cH:121][cH:122]1.[c:47]1([P:48]([c:49]2[cH:50][cH:51][cH:52][cH:53][cH:54]2)[c:55]2[cH:56][cH:57][cH:58][cH:59][cH:60]2)[cH:61][cH:62][cH:63][cH:64][cH:65]1.[c:66]1([P:67]([c:68]2[cH:69][cH:70][cH:71][cH:72][cH:73]2)[c:74]2[cH:75][cH:76][cH:77][cH:78][cH:79]2)[cH:80][cH:81][cH:82][cH:83][cH:84]1.[c:85]1([P:86]([c:87]2[cH:88][cH:89][cH:90][cH:91][cH:92]2)[c:93]2[cH:94][cH:95][cH:96][cH:97][cH:98]2)[cH:99][cH:100][cH:101][cH:102][cH:103]1>>[c:2]1([C:36]#[N:37])[cH:3][c:4]([CH3:29])[c:5]([N:8]2[C:9](=[O:28])[C:10]3([CH2:11][CH2:12]2)[CH2:13][N:14]([c:18]2[n:19][cH:20][c:21]([C:24]([F:25])([F:26])[F:27])[cH:22][cH:23]2)[CH2:15][CH2:16][CH2:17]3)[cH:6][cH:7]1. Reactants: CO, CCC(NC(=O)OCc1ccccc1)C(=O)N1CCCC1, [OH-], [OH-], [Pd+2]. The product is CCC(N)C(=O)N1CCCC1. As a reaction SMILES: [CH3:22][OH:23].[N:1]1([C:6](=[O:7])[CH:8]([CH2:9][CH3:10])[NH:11][C:12](=[O:13])[O:14][CH2:15][c:16]2[cH:17][cH:18][cH:19][cH:20][cH:21]2)[CH2:2][CH2:3][CH2:4][CH2:5]1.[OH-:24].[OH-:25].[Pd+2:26]>>[N:1]1([C:6](=[O:7])[CH:8]([CH2:9][CH3:10])[NH2:11])[CH2:2][CH2:3][CH2:4][CH2:5]1.